From a dataset of the Open Reaction Database (ORD), a public repository of structured organic reaction records. describe an organic reaction: reactants, conditions, products, and yield Starting materials: IC=1C(=NC=C(C(=O)OCC)C1)OC(C)C (Ethyl 5-iodo-6-isopropoxynicotinate), [OH-].[Na+] (NaOH). Solvent: C(C)(C)O (isopropanol). Yields the product IC=1C(=NC=C(C(=O)O)C1)OC(C)C (5-Iodo-6-isopropoxynicotinic acid). Isolated yield 98.2%. Reaction SMILES: [I:1][C:2]1[C:3]([O:13][CH:14]([CH3:16])[CH3:15])=[N:4][CH:5]=[C:6]([CH:12]=1)[C:7]([O:9]CC)=[O:8].[OH-].[Na+]>C(O)(C)C>[I:1][C:2]1[C:3]([O:13][CH:14]([CH3:16])[CH3:15])=[N:4][CH:5]=[C:6]([CH:12]=1)[C:7]([OH:9])=[O:8] |f:1.2|. Procedure details: To a solution of 210 mg (0.63 mmol) of ethyl 5-iodo-6-isopropoxynicotinate (from Step B) in 2.5 mL isopropanol was added 250 μL of 5.0 N NaOH. After stirring at rt for S h, the reaction mixture was partitioned between EtOAc (10 mL) and 1.0 N HCl (10 mL). The organic layer was separated, washed with brine (3×5 mL), dried over MgSO4, and concentrated to give 190 mg of the title compound: 1H NMR (500 MHz, CDCl3) δ 1.44 (d, J=6.4, 6H), 5.44 (m, 1H), 8.66 (d, J=2.1, 1H), 8.83 (d, J=2.1, 1H). The reactants are O=C(n1ccnc1)n1ccnc1, CCC1CNCC1c1nnc2cnc3c(ccn3S(=O)(=O)c3ccc(C)cc3)n12, NCCC1CC1, CN(C)C=O. Product: CCC1CN(C(=O)NCCC2CC2)CC1c1nnc2cnc3c(ccn3S(=O)(=O)c3ccc(C)cc3)n12. Reaction SMILES: [C:7](=[O:8])([n:9]1[cH:10][cH:11][n:12][cH:13]1)[n:14]1[cH:15][cH:16][n:17][cH:18]1.[CH2:19]([CH3:20])[CH:21]1[CH:22]([c:26]2[n:27][n:28][c:29]3[n:30]2[c:31]2[c:32]([n:33][cH:34]3)[n:35]([S:38](=[O:39])(=[O:40])[c:41]3[cH:42][cH:43][c:44]([CH3:45])[cH:46][cH:47]3)[cH:36][cH:37]2)[CH2:23][NH:24][CH2:25]1.[CH:1]1([CH2:4][CH2:5][NH2:6])[CH2:2][CH2:3]1.[O:48]=[CH:49][N:50]([CH3:51])[CH3:52]>>[CH:1]1([CH2:4][CH2:5][NH:6][C:7](=[O:8])[N:24]2[CH2:23][CH:22]([c:26]3[n:27][n:28][c:29]4[n:30]3[c:31]3[c:32]([n:33][cH:34]4)[n:35]([S:38](=[O:39])(=[O:40])[c:41]4[cH:42][cH:43][c:44]([CH3:45])[cH:46][cH:47]4)[cH:36][cH:37]3)[CH:21]([CH2:19][CH3:20])[CH2:25]2)[CH2:2][CH2:3]1.